describe an organic reaction: reactants, conditions, products, and yield From a dataset of the Open Reaction Database (ORD), a public repository of structured organic reaction records. Reactants: BrCCCC=C (5-bromo-1-pentene), [Mg] (magnesium), resultant mixture, [Cl-].[NH4+] (ammonium chloride), CN(C(CC(C=O)(C1=CC=CC=C1)C1=CC=CC=C1)C)C (4-dimethylamino-2,2-diphenylpentanal). The solvent is C1CCOC1 (THF), C1CCOC1 (THF), C1CCOC1 (THF). Reaction conditions: temperature 45 celsius, time 4 hour. Product: CN(C(C)CC(C(CCCC=C)O)(C1=CC=CC=C1)C1=CC=CC=C1)C (2-dimethylamino-4,4-diphenyl-9-decene-5-ol). Yield: 40.0%. RXN SMILES: Br[CH2:2][CH2:3][CH2:4][CH:5]=[CH2:6].[Mg].[CH3:8][N:9]([CH3:28])[CH:10]([CH3:27])[CH2:11][C:12]([C:21]1[CH:26]=[CH:25][CH:24]=[CH:23][CH:22]=1)([C:15]1[CH:20]=[CH:19][CH:18]=[CH:17][CH:16]=1)[CH:13]=[O:14].[Cl-].[NH4+]>C1COCC1>[CH3:28][N:9]([CH3:8])[CH:10]([CH2:11][C:12]([C:21]1[CH:26]=[CH:25][CH:24]=[CH:23][CH:22]=1)([C:15]1[CH:16]=[CH:17][CH:18]=[CH:19][CH:20]=1)[CH:13]([OH:14])[CH2:6][CH2:5][CH2:4][CH:3]=[CH2:2])[CH3:27] |f:3.4|. Reported procedure: A solution of 5-bromo-1-pentene (4.8 g) in anhydrous THF was added dropwise to magnesium turnings (1 g) in THF (15 ml), under nitrogen with vigorous stirring. After the initial exothermic reaction had subsided, the mixture was stirred at 45° C. for 4 hours. A solution of 4-dimethylamino-2,2-diphenylpentanal (1.2 g), as prepared above, dissolved in THF (5 ml) was then added. The resultant mixture was stirred for 18 hours. Saturated ammonium chloride solution was added and the aqueous mixture was ... Reactants: BrCCCCCCBr, [Na+], [OH-], O, SCCc1ccccn1. The product is BrCCCCCCSCCc1ccccn1. Reaction SMILES: [Br:10][CH2:11][CH2:12][CH2:13][CH2:14][CH2:15][CH2:16][Br:17].[Na+:19].[OH-:18].[OH2:20].[n:1]1[c:2]([CH2:7][CH2:8][SH:9])[cH:3][cH:4][cH:5][cH:6]1>>[n:1]1[c:2]([CH2:7][CH2:8][S:9][CH2:16][CH2:15][CH2:14][CH2:13][CH2:12][CH2:11][Br:10])[cH:3][cH:4][cH:5][cH:6]1. The reactants are CC(=O)O[BH-](OC(C)=O)OC(C)=O, CC(C)=O, CO, NC1CCN(Cc2ccccc2)CC1, [Na+]. Product: CC(C)NC1CCN(Cc2ccccc2)CC1. As a reaction SMILES: [C:19]([O:20][BH-:21]([O:22][C:23](=[O:24])[CH3:25])[O:26][C:27](=[O:28])[CH3:29])(=[O:30])[CH3:31].[CH3:15][C:16]([CH3:17])=[O:18].[CH3:33][OH:34].[NH2:1][CH:2]1[CH2:3][CH2:4][N:5]([CH2:8][c:9]2[cH:10][cH:11][cH:12][cH:13][cH:14]2)[CH2:6][CH2:7]1.[Na+:32]>>[NH:1]([CH:2]1[CH2:3][CH2:4][N:5]([CH2:8][c:9]2[cH:10][cH:11][cH:12][cH:13][cH:14]2)[CH2:6][CH2:7]1)[CH:16]([CH3:15])[CH3:17]. The reactants are C(#N)CC1=NOC(=C1)C1=CC=C(C=C1)[C@@H]1[C@H](N(C(O1)(C)C)C(=O)OC(C)(C)C)CF ((4S,5R)-tert-butyl 5-(4-(3-(cyanomethyl)isoxazol-5-yl)phenyl)-4-(fluoromethyl)-2,2-dimethyloxazolidine-3-carboxylate), FC(C(=O)O)(F)F (trifluoroacetic acid). The solvent is C1(=CC=CC=C1)C (toluene), C(Cl)Cl (CH2Cl2). Reaction conditions: time 30 minute. Yields the product N[C@@H]([C@H](O)C1=CC=C(C=C1)C1=CC(=NO1)CC#N)CF (2-(5-(4-((1R,2S)-2-amino-3-fluoro-1-hydroxypropyl)phenyl)isoxazol-3-yl)acetonitrile). Reaction SMILES: [C:1]([CH2:3][C:4]1[CH:8]=[C:7]([C:9]2[CH:14]=[CH:13][C:12]([C@H:15]3[O:19]C(C)(C)[N:17](C(OC(C)(C)C)=O)[C@@H:16]3[CH2:29][F:30])=[CH:11][CH:10]=2)[O:6][N:5]=1)#[N:2].FC(F)(F)C(O)=O>C(Cl)Cl.C1(C)C=CC=CC=1>[NH2:17][C@H:16]([CH2:29][F:30])[C@@H:15]([C:12]1[CH:11]=[CH:10][C:9]([C:7]2[O:6][N:5]=[C:4]([CH2:3][C:1]#[N:2])[CH:8]=2)=[CH:14][CH:13]=1)[OH:19]. Procedure details: The product of step 1 of Example 12 (50 mg, 0.12 mmol) in CH2Cl2 (2 mL) at 5° C. is treated with trifluoroacetic acid (0.5 mL), stirred 30 minutes at room temperature, diluted with toluene, and concentrated to give the title compound, which is carried on to the next step without purification m/z (Cl) 276 [M+H]. Reactants: C1=CC=C(C=C1)COC(=O)/N=N/C(=O)OCC2=CC=CC=C2 (DBAD), alcohol, alcohol, C1=CC=C(C=C1)COC(=O)/N=N/C(=O)OCC2=CC=CC=C2 (DBAD), OC=1C=CC=C2C=CC=NC12 (8-hydroxyquinoline), C1=CC=C(C=C1)P(C2=CC=CC=C2)C3=CC=CC=C3 (PPh3), C1=CC=C(C=C1)P(C2=CC=CC=C2)C3=CC=CC=C3 (PPh3), CC(CC(C)O)(C)C (4,4-dimethyl-2-pentanol), C1=CC=C(C=C1)COC(=O)/N=N/C(=O)OCC2=CC=CC=C2 (DBAD). The solvent is C1CCOC1 (THF), C1CCOC1 (THF), C1CCOC1 (THF), C1CCOC1 (THF). Yields the product CC(CC(C)(C)C)OC=1C=CC=C2C=CC=NC12 (8-(1,3,3-trimethylbutoxy)quinoline). As a reaction SMILES: [OH:1][C:2]1[CH:3]=[CH:4][CH:5]=[C:6]2[C:11]=1[N:10]=[CH:9][CH:8]=[CH:7]2.C1C=CC(P(C2C=CC=CC=2)C2C=CC=CC=2)=CC=1.[CH3:31][C:32]([CH3:38])([CH3:37])[CH2:33][CH:34](O)[CH3:35].C1C=CC(COC(/N=N/C(OCC2C=CC=CC=2)=O)=O)=CC=1>C1COCC1>[CH3:35][CH:34]([O:1][C:2]1[CH:3]=[CH:4][CH:5]=[C:6]2[C:11]=1[N:10]=[CH:9][CH:8]=[CH:7]2)[CH2:33][C:32]([CH3:38])([CH3:37])[CH3:31]. Procedure: A 250 mL round bottom flask equipped with a pressure equalizing dropping funnel, stirring bar and N2 outlet was charged with 4.00 g (27.6 mmol) of 8-hydroxyquinoline, 21.7 g (3 equiv) of PPh3 and 80 mL of anhydr. THF. After stirring for 5 min, 4.91 mL (1.25 equiv) of 4,4-dimethyl-2-pentanol was added. The reaction mixture was then cooled in an ice bath and a solution of 9.52 g (1.5 equiv) of DBAD in 50 mL of anhydr. THF was added dropwise over 30 minutes. The reaction was allowed to slowly warm ... Procedure: Compound (23) was prepared in accordance with general instructions 2 from 2-aminopyridine, tert-butylisonitrile, thiophene-2-carbaldehyde, and perchloric acid. The reactants are NC1=NC=CC=C1 (2-aminopyridine), C(C)(C)(C)[N+]#[C-] (tert-butylisonitrile), S1C(=CC=C1)C=O (thiophene-2-carbaldehyde), Cl(=O)(=O)(=O)O (perchloric acid). The product is C(C)(C)(C)NC1=C(N=C2N1C=CC=C2)C=2SC=CC2 (tert-Butyl-(2-thiophen-2-yl-imidazo[1,2-a]pyridin-3-yl)-amine). RXN SMILES: [NH2:1][C:2]1[CH:7]=[CH:6][CH:5]=[CH:4][N:3]=1.[C:8]([N+:12]#[C-:13])([CH3:11])([CH3:10])[CH3:9].[S:14]1[CH:18]=[CH:17][CH:16]=[C:15]1[CH:19]=O.Cl(O)(=O)(=O)=O>>[C:8]([NH:12][C:13]1[N:3]2[CH:4]=[CH:5][CH:6]=[CH:7][C:2]2=[N:1][C:19]=1[C:15]1[S:14][CH:18]=[CH:17][CH:16]=1)([CH3:11])([CH3:10])[CH3:9]. Reactants: Cc1cc(Cl)cc2c1-c1ccccc1C2(O)C(F)(F)F, [K+], O=[Mn](=O)(=O)[O-], O, c1ccncc1. The product is O=C(O)c1cc(Cl)cc2c1-c1ccccc1C2(O)C(F)(F)F. Reaction SMILES: [Cl:1][c:2]1[cH:3][c:4]2[c:12]([c:13]([CH3:15])[cH:14]1)-[c:11]1[c:6]([cH:7][cH:8][cH:9][cH:10]1)[C:5]2([OH:16])[C:17]([F:18])([F:19])[F:20].[K+:27].[Mn:22](=[O:23])([O-:24])(=[O:25])=[O:26].[OH2:21].[cH:28]1[cH:29][cH:30][n:31][cH:32][cH:33]1>>[Cl:1][c:2]1[cH:3][c:4]2[c:12]([c:13]([C:15](=[O:21])[OH:23])[cH:14]1)-[c:11]1[c:6]([cH:7][cH:8][cH:9][cH:10]1)[C:5]2([OH:16])[C:17]([F:18])([F:19])[F:20].